This data is from the Open Reaction Database (ORD), a public repository of structured organic reaction records. The task is: describe an organic reaction: reactants, conditions, products, and yield The reactants are 62, CC1(OC[C@@H](O1)COS(=O)(=O)C1=CC2=CC=CC=C2C=C1)C ((R)-[(2,2-dimethyl-1,3-dioxolan-4-yl)methyl]2-naphthalenesulfonate), Cl (hydrochloric acid). Solvent: CC(C)=O (2-propanone). Run at time 2 hour. The product is 40, C1=C(C=CC2=CC=CC=C12)S(=O)(=O)OC[C@@H](CO)O ((R)-(2,3-dihydroxypropyl) 2-naphthalenesulfonate). The yield is 73.7%. Reaction SMILES: CC1(C)[O:6][C@@H:5]([CH2:7][O:8][S:9]([C:12]2[CH:21]=[CH:20][C:19]3[C:14](=[CH:15][CH:16]=[CH:17][CH:18]=3)[CH:13]=2)(=[O:11])=[O:10])[CH2:4][O:3]1.Cl>CC(=O)C>[CH:13]1[C:14]2[C:19](=[CH:18][CH:17]=[CH:16][CH:15]=2)[CH:20]=[CH:21][C:12]=1[S:9]([O:8][CH2:7][C@H:5]([OH:6])[CH2:4][OH:3])(=[O:10])=[O:11]. Procedure: A mixture of 62 parts of (R)-[(2,2-dimethyl-1,3-dioxolan-4-yl)methyl]2-naphthalenesulfonate, 400 parts of a hydrochloric acid solution 10% and 320 parts of 2-propanone was stirred for 2 hours at reflux temperature. After evaporation, the residue was taken up in trichloromethane. The organic layer was washed with water, dried, filtered and evaporated. The residue was purified by column chromatography over silica gel using a mixture of trichloromethane and methanol (98.2 by volume) as eluent. The ...